From a dataset of the Open Reaction Database (ORD), a public repository of structured organic reaction records. describe an organic reaction: reactants, conditions, products, and yield The reactants are I.ClC1=C(C=NNC(SC)=N)C(=CC=C1)Cl (methyl 3-(2,6-dichlorobenzylidene)thiocarbazimidate hydroiodide), C(C1=CC=CC=C1)N (benzylamine). The solvent is C(C)O (ethanol). Yields the product C(C1=CC=CC=C1)NC(=N)NN=CC1=C(C=CC=C1Cl)Cl (1-Benzyl-3-(2,6-dichlorobenzylideneamino)guanidine). Reaction SMILES: I.[Cl:2][C:3]1[CH:15]=[CH:14][CH:13]=[C:12]([Cl:16])[C:4]=1[CH:5]=[N:6][NH:7][C:8](=[NH:11])SC.[CH2:17]([NH2:24])[C:18]1[CH:23]=[CH:22][CH:21]=[CH:20][CH:19]=1>C(O)C>[CH2:17]([NH:24][C:8]([NH:7][N:6]=[CH:5][C:4]1[C:12]([Cl:16])=[CH:13][CH:14]=[CH:15][C:3]=1[Cl:2])=[NH:11])[C:18]1[CH:23]=[CH:22][CH:21]=[CH:20][CH:19]=1 |f:0.1|. Procedure details: A solution of 11.7 g. of methyl 3-(2,6-dichlorobenzylidene)thiocarbazimidate hydroiodide (U.S. Pat. No. 3,657,337) and 3.37 g. of benzylamine in 25 ml. of ethanol is heated at reflux for 18 hours and then evaporated to dryness under reduced pressure. The residue is partitioned between 80 ml. of diethyl ether and 100 ml. of water and the aqueous extract is made alkaline with ammonia. A pale yellow solid is recovered by filtration and recrystallized from aqueous ethanol, giving the desired product... The reactants are Cl (hydrochloric acid), BrCC(=O)OCC (Ethyl bromoacetate), [N+](=O)([O-])C1=C(C=C(C=C1)O)C(F)(F)F (4-nitro-3-trifluoromethyl phenol), C([O-])([O-])=O.[K+].[K+] (potassium carbonate). Solvent: CC(=O)C (acetone), ice water. Reaction conditions: time 6 hour. Yields the product C(C)(=O)OCCOC1=CC(=C(C=C1)[N+](=O)[O-])C(F)(F)F (4-nitro-3-trifluoromethyl-phenoxyethyl acetate). Isolated yield 114.4%. As a reaction SMILES: Br[CH2:2][C:3]([O:5][CH2:6][CH3:7])=[O:4].[N+:8]([C:11]1[CH:16]=[CH:15][C:14]([OH:17])=[CH:13][C:12]=1[C:18]([F:21])([F:20])[F:19])([O-:10])=[O:9].C(=O)([O-])[O-].[K+].[K+].Cl>CC(C)=O>[C:3]([O:5][CH2:6][CH2:7][O:17][C:14]1[CH:15]=[CH:16][C:11]([N+:8]([O-:10])=[O:9])=[C:12]([C:18]([F:19])([F:20])[F:21])[CH:13]=1)(=[O:4])[CH3:2] |f:2.3.4|. Reported procedure: Ethyl bromoacetate (1.2 g, 10.9 mmol) was added in the suspension of 4-nitro-3-trifluoromethyl phenol (2.0 g, 9.66 mmol) and potassium carbonate (2.0 g, 14.5 mmol) in acetone, and the mixture was attired at room temperature for 6 hours. After the reaction mixture had been poured in ice water and acidified with 2N hydrochloric acid, the mixture was extracted with ethyl acetate. The organic layer was washed with 5% sodium hydrogencarbonate aqueous solution and then with water, and dried with anhyd... Starting materials: [BH4-], O=C1c2ccccc2C(=O)N1CCCOc1ccncc1, CCO, [Na+]. The product is O=C1c2ccccc2C(O)N1CCCOc1ccncc1. Reaction SMILES: [BH4-:1].[C:3]1(=[O:23])[c:4]2[c:5]([cH:19][cH:20][cH:21][cH:22]2)[C:6](=[O:18])[N:7]1[CH2:8][CH2:9][CH2:10][O:11][c:12]1[cH:13][cH:14][n:15][cH:16][cH:17]1.[CH3:24][CH2:25][OH:26].[Na+:2]>>[CH:3]1([OH:23])[c:4]2[c:5]([cH:19][cH:20][cH:21][cH:22]2)[C:6](=[O:18])[N:7]1[CH2:8][CH2:9][CH2:10][O:11][c:12]1[cH:13][cH:14][n:15][cH:16][cH:17]1. Starting materials: CN1C(=C(C(=O)O)C(C=C1C)=O)C1=CC=CC=C1 (1,6-dimethyl-2-phenyl-4-oxonicotinic acid), [OH-].[Na+] (NaOH), [OH-].[Na+] (sodium hydroxide). Run in CO (methanol). Product: CN1C(=C(C(=O)[O-])C(C=C1C)=O)C1=CC=CC=C1.[Na+] (Sodium 1,6-dimethyl-2-phenyl-4-oxonicotinate). As a reaction SMILES: [CH3:1][N:2]1[C:10]([CH3:11])=[CH:9][C:8](=[O:12])[C:4]([C:5]([OH:7])=[O:6])=[C:3]1[C:13]1[CH:18]=[CH:17][CH:16]=[CH:15][CH:14]=1.[OH-].[Na+:20]>CO>[CH3:1][N:2]1[C:10]([CH3:11])=[CH:9][C:8](=[O:12])[C:4]([C:5]([O-:7])=[O:6])=[C:3]1[C:13]1[CH:18]=[CH:17][CH:16]=[CH:15][CH:14]=1.[Na+:20] |f:1.2,4.5|. Procedure details: 1.69 g of 1,6-dimethyl-2-phenyl-4-oxonicotinic acid is suspended in approximately 50 ml of methanol. NaOH pellets (0.305 gms) are added with stirring. After both the acid and the sodium hydroxide dissolve the solution is evaporated to dryness in vacuo. Sodium 1,6-dimethyl-2-phenyl-4-oxonicotinate is then isolated as a glossy, somewhat hydroscopic solid. Yield=1.6 g. Reactants: Cl (HCl), C1(=CC=CC=C1)C1CCNCC1 (4-phenyl-piperidine), FC1=CC=C(C(=O)CCC(=O)O)C=C1 (3-(4-fluorobenzoyl)-propionic acid), C([O-])([O-])=O.[K+].[K+] (potassium carbonate). Run in CS(=O)C (DMSO), O (water). Run at temperature 120 celsius. Yields the product O=C(CCC(=O)O)C1=CC=C(C=C1)N1CCC(CC1)C1=CC=CC=C1 (4-Oxo-4-[4-(4-phenyl-piperidin-1-yl)-phenyl]-butyric acid). The yield is 53.5%. RXN SMILES: [C:1]1([CH:7]2[CH2:12][CH2:11][NH:10][CH2:9][CH2:8]2)[CH:6]=[CH:5][CH:4]=[CH:3][CH:2]=1.F[C:14]1[CH:26]=[CH:25][C:17]([C:18]([CH2:20][CH2:21][C:22]([OH:24])=[O:23])=[O:19])=[CH:16][CH:15]=1.C(=O)([O-])[O-].[K+].[K+].Cl>CS(C)=O.O>[O:19]=[C:18]([C:17]1[CH:25]=[CH:26][C:14]([N:10]2[CH2:9][CH2:8][CH:7]([C:1]3[CH:6]=[CH:5][CH:4]=[CH:3][CH:2]=3)[CH2:12][CH2:11]2)=[CH:15][CH:16]=1)[CH2:20][CH2:21][C:22]([OH:24])=[O:23] |f:2.3.4|. Procedure: A stirred mixture of 4-phenyl-piperidine (10.4 g, 0.064 mol), 3-(4-fluorobenzoyl)-propionic acid (12.1 g, 0.062 mol), and potassium carbonate (17.5 g, 0.13 mol) in DMSO (15 mL) was heated under an atmosphere of nitrogen at 120° C. for 18 hours. The mixture was allowed to cool, diluted with water (100 mL), and brought to pH 2 dropwise with 1 M HCl. The resulting solid was filtered, washed with water, and dried in vacuo to yield a pale orange solid as the title compound (11.2 g, %C,H,N found: 74.5... Starting materials: CC1=CN(C2=CC=CC=C12)CCO (3-methylindole-1-ethanol), P(Br)(Br)Br (phosphorus tribromide), O (water). The solvent is CCOCC (ether), CCOCC (ether). Run at time 42 hour. Yields the product BrCCN1C=C(C2=CC=CC=C12)C (1-(2-bromoethyl)-3-methylindole). RXN SMILES: [CH3:1][C:2]1[C:10]2[C:5](=[CH:6][CH:7]=[CH:8][CH:9]=2)[N:4]([CH2:11][CH2:12]O)[CH:3]=1.P(Br)(Br)[Br:15].O>CCOCC>[Br:15][CH2:12][CH2:11][N:4]1[C:5]2[C:10](=[CH:9][CH:8]=[CH:7][CH:6]=2)[C:2]([CH3:1])=[CH:3]1. Reported procedure: To a stirred solution of 7.2 g of 3-methylindole-1-ethanol, described in Example 1, in 500 ml. of dry ether (ice bath) is slowly added 1.2 ml of phosphorus tribromide in 100 ml of dry ether. A dark red oily complex separates. The reaction mixture is stirred 36-48 hours at room temperature, then decomposed with ice and water. The separated ether-layer is quickly washed with a 10% solution of sodium bicarbonate and with water again, dried over calcium chloride for 2 min., decanted, and dried over ... Reactants: ClCCCl, Cl, On1nnc2ccccc21, NCCCCNC(=O)C(c1ccccc1)c1ccccc1, O=C(O)C=Cc1cccnc1. Product: O=C(C=Cc1cccnc1)NCCCCNC(=O)C(c1ccccc1)c1ccccc1. Reaction SMILES: [CH2:22]([Cl:23])[CH2:24][Cl:25].[ClH:26].[OH:12][n:13]1[c:14]2[c:15]([cH:16][cH:17][cH:18][cH:19]2)[n:20][n:21]1.[c:27]1([CH:33]([C:34](=[O:35])[NH:36][CH2:37][CH2:38][CH2:39][CH2:40][NH2:41])[c:42]2[cH:43][cH:44][cH:45][cH:46][cH:47]2)[cH:28][cH:29][cH:30][cH:31][cH:32]1.[n:1]1[cH:2][c:3]([CH:7]=[CH:8][C:9](=[O:10])[OH:11])[cH:4][cH:5][cH:6]1>>[n:1]1[cH:2][c:3]([CH:7]=[CH:8][C:9](=[O:11])[NH:41][CH2:40][CH2:39][CH2:38][CH2:37][NH:36][C:34]([CH:33]([c:27]2[cH:28][cH:29][cH:30][cH:31][cH:32]2)[c:42]2[cH:43][cH:44][cH:45][cH:46][cH:47]2)=[O:35])[cH:4][cH:5][cH:6]1. Starting materials: CC(C)(C)OC(=O)c1ccc(Br)cc1, CC(C)(C)[O-], CC(C)c1cc(C(C)C)c(-c2ccccc2P(C2CCCCC2)C2CCCCC2)c(C(C)C)c1, O=C(Nc1ccc(C2CCNCC2)cc1)c1nc(-c2ccccc2)oc1C(F)(F)F, [Na+], C1COCCO1. The product is CC(C)(C)OC(=O)c1ccc(N2CCC(c3ccc(NC(=O)c4nc(-c5ccccc5)oc4C(F)(F)F)cc3)CC2)cc1. Reaction SMILES: [C:31]([CH3:32])([CH3:33])([CH3:34])[O:35][C:36]([c:37]1[cH:38][cH:39][c:40]([Br:43])[cH:41][cH:42]1)=[O:44].[CH3:45][C:46]([CH3:47])([O-:48])[CH3:49].[CH:51]([c:52]1[cH:53][c:54]([CH:55]([CH3:56])[CH3:57])[cH:58][c:59]([CH:60]([CH3:61])[CH3:62])[c:63]1-[c:64]1[cH:65][cH:66][cH:67][cH:68][c:69]1[P:70]([CH:71]1[CH2:72][CH2:73][CH2:74][CH2:75][CH2:76]1)[CH:77]1[CH2:78][CH2:79][CH2:80][CH2:81][CH2:82]1)([CH3:83])[CH3:84].[NH:1]1[CH2:2][CH2:3][CH:4]([c:7]2[cH:8][cH:9][c:10]([NH:13][C:14](=[O:15])[c:16]3[n:17][c:18](-[c:25]4[cH:26][cH:27][cH:28][cH:29][cH:30]4)[o:19][c:20]3[C:21]([F:22])([F:23])[F:24])[cH:11][cH:12]2)[CH2:5][CH2:6]1.[Na+:50].[O:85]1[CH2:86][CH2:87][O:88][CH2:89][CH2:90]1>>[N:1]1([c:40]2[cH:39][cH:38][c:37]([C:36]([O:35][C:31]([CH3:32])([CH3:33])[CH3:34])=[O:44])[cH:42][cH:41]2)[CH2:2][CH2:3][CH:4]([c:7]2[cH:8][cH:9][c:10]([NH:13][C:14](=[O:15])[c:16]3[n:17][c:18](-[c:25]4[cH:26][cH:27][cH:28][cH:29][cH:30]4)[o:19][c:20]3[C:21]([F:22])([F:23])[F:24])[cH:11][cH:12]2)[CH2:5][CH2:6]1. Starting materials: Oc1ncnc2[nH]nc(Nc3ccccc3)c12, O=P(Cl)(Cl)Cl. The product is Clc1ncnc2[nH]nc(Nc3ccccc3)c12. As a reaction SMILES: [OH:1][c:2]1[c:3]2[c:4]([n:5][cH:6][n:7]1)[nH:8][n:9][c:10]2[NH:11][c:12]1[cH:13][cH:14][cH:15][cH:16][cH:17]1.[P:18]([Cl:19])([Cl:20])([Cl:21])=[O:22]>>[c:2]1([Cl:20])[c:3]2[c:4]([n:5][cH:6][n:7]1)[nH:8][n:9][c:10]2[NH:11][c:12]1[cH:13][cH:14][cH:15][cH:16][cH:17]1. Reactants: ClC1=C(C=C(C=O)C=C1)F (4-chloro-3-fluorobenzaldehyde), C(CC(=O)C)(=O)N (acetoacetamide). Reagents/catalysts: CC(=O)O (AcOH), N1CCCCC1 (piperidine). Run in C(C)(C)O (isopropyl alcohol). Conditions: time 2.5 day. Yields the product ClC1=C(C=C(C=C(C(=O)N)C(C)=O)C=C1)F (2-(4-chloro-3-fluorobenzylidene)-3-oxobutanamide). Isolated yield 67.8%. Reaction SMILES: [Cl:1][C:2]1[CH:9]=[CH:8][C:5]([CH:6]=O)=[CH:4][C:3]=1[F:10].[C:11]([NH2:17])(=[O:16])[CH2:12][C:13]([CH3:15])=[O:14]>C(O)(C)C.CC(O)=O.N1CCCCC1>[Cl:1][C:2]1[CH:9]=[CH:8][C:5]([CH:6]=[C:12]([C:13](=[O:14])[CH3:15])[C:11]([NH2:17])=[O:16])=[CH:4][C:3]=1[F:10]. Reported procedure: A mixture of 4-chloro-3-fluorobenzaldehyde (2.47 g, 15.5 mmol), acetoacetamide (1.57 g, 15.5 mmol), AcOH (35 μL, 0.62 mmol) and piperidine (61 μL, 0.62 mmol) in isopropyl alcohol (30 mL) was stirred at room temperature for 2.5 days and evaporated under reduced pressure. The crude product was purified by a silica gel column (120 g) eluting from 50% to 80% EtOAc in hexanes to afford 2-(4-chloro-3-fluorobenzylidene)-3-oxobutanamide (2.54 g, 67.6%) as an off-white solid.